This data is from the Open Reaction Database (ORD), a public repository of structured organic reaction records. The task is: describe an organic reaction: reactants, conditions, products, and yield Starting materials: FC1=CC=C(C=C1)CC1=CN=C2C(=C(C(NC2=C1)=O)C(=O)OCC)O (ethyl 7-[(4-fluorophenyl)methyl]-4-hydroxy-2-oxo-1,2-dihydro-1,5-naphthyridine-3-carboxylate), N1(CCCCCC1)N (hexahydro-1-H-azepin-1-amine). The product is FC1=CC=C(C=C1)CC1=CN=C2C(=C(C(NC2=C1)=O)C(=O)NN1CCCCCC1)O (7-[(4-Fluorophenyl)methyl]-N-(hexahydro-1H-azepin-1-yl)-4-hydroxy-2-oxo-1,2-dihydro-1,5-naphthyridine-3-carboxamide). As a reaction SMILES: [F:1][C:2]1[CH:7]=[CH:6][C:5]([CH2:8][C:9]2[CH:18]=[C:17]3[C:12]([C:13]([OH:25])=[C:14]([C:20]([O:22]CC)=O)[C:15](=[O:19])[NH:16]3)=[N:11][CH:10]=2)=[CH:4][CH:3]=1.[N:26]1([NH2:33])[CH2:32][CH2:31][CH2:30][CH2:29][CH2:28][CH2:27]1>>[F:1][C:2]1[CH:7]=[CH:6][C:5]([CH2:8][C:9]2[CH:18]=[C:17]3[C:12]([C:13]([OH:25])=[C:14]([C:20]([NH:33][N:26]4[CH2:32][CH2:31][CH2:30][CH2:29][CH2:28][CH2:27]4)=[O:22])[C:15](=[O:19])[NH:16]3)=[N:11][CH:10]=2)=[CH:4][CH:3]=1. Procedure details: This compound was prepared from ethyl 7-[(4-fluorophenyl)methyl]-4-hydroxy-2-oxo-1,2-dihydro-1,5-naphthyridine-3-carboxylate and hexahydro-1-H-azepin-1-amine employing methods similar to those described in Example 2 and was obtained as a white solid: 1H NMR (d6-DMSO) δ 12.90 (1H, br), 11.80 (1H, br), 10.13 (1H, br), 8.15 (1H, br s), 7.23 (3H, m), 7.11 (2H, t, J=8.8 Hz), 3.97 (2H, s), 2.94 (4H, m), 1.59 (8H, m); ES+ MS: 411 (M+H+, 100). Reactants: C(C)(=O)C(CC1=CC=C(C=CC(=O)O)C=C1)CCCC(CCCCC)O (p-(2-Acetyl-6-hydroxyundecyl)cinnamic acid), [H][H] (hydrogen). Reagents/catalysts: [Pd] (Pd on charcoal). The solvent is C(C)O (ethanol). The product is C(C)(=O)C(CC1=CC=C(C=C1)CCC(=O)O)CCCC(CCCCC)O (3-[4-(2-Acetyl-6-hydroxyundecyl)-phenyl]propionic Acid). Reaction SMILES: [C:1]([CH:4]([CH2:17][CH2:18][CH2:19][CH:20]([OH:26])[CH2:21][CH2:22][CH2:23][CH2:24][CH3:25])[CH2:5][C:6]1[CH:16]=[CH:15][C:9]([CH:10]=[CH:11][C:12]([OH:14])=[O:13])=[CH:8][CH:7]=1)(=[O:3])[CH3:2].[H][H]>C(O)C.[Pd]>[C:1]([CH:4]([CH2:17][CH2:18][CH2:19][CH:20]([OH:26])[CH2:21][CH2:22][CH2:23][CH2:24][CH3:25])[CH2:5][C:6]1[CH:16]=[CH:15][C:9]([CH2:10][CH2:11][C:12]([OH:14])=[O:13])=[CH:8][CH:7]=1)(=[O:3])[CH3:2]. Procedure details: p-(2-Acetyl-6-hydroxyundecyl)cinnamic acid (2.6 g., 0.0072 mole) in ethanol (30 ml.) is hydrogenated over 0.7 g. of a 5% Pd on charcoal catalyst at 1 atmosphere pressure and room temperature. The theoretical amount of hydrogen (0.0072 mole) is absorbed in 7 minutes. The catalyst is filtered off, solvent removed in vacuo, and the residue chromatographed on 45 g. of silica gel with 2% methanol in chloroform elution. The title compound is obtained as a colorless, viscous oil. Starting materials: OCC1CN(C(CO1)(C)C)C(=O)OC(C)(C)C (tert-butyl 2-(hydroxymethyl)-5,5-dimethylmorpholine-4-carboxylate), CC(=O)OI1(C=2C=CC=CC2C(=O)O1)(OC(=O)C)OC(=O)C (Dess-Martin periodinane), C([O-])(O)=O.[Na+] (sodium bicarbonate). Solvent: ClCCl (dichloromethane). Conditions: time 3 hour. The product is C(=O)C1CN(C(CO1)(C)C)C(=O)OC(C)(C)C (tert-butyl 2-formyl-5,5-dimethylmorpholine-4-carboxylate). Reaction SMILES: [OH:1][CH2:2][CH:3]1[O:8][CH2:7][C:6]([CH3:10])([CH3:9])[N:5]([C:11]([O:13][C:14]([CH3:17])([CH3:16])[CH3:15])=[O:12])[CH2:4]1.CC(OI1(OC(C)=O)(OC(C)=O)OC(=O)C2C=CC=CC1=2)=O.C(=O)(O)[O-].[Na+]>ClCCl>[CH:2]([CH:3]1[O:8][CH2:7][C:6]([CH3:10])([CH3:9])[N:5]([C:11]([O:13][C:14]([CH3:17])([CH3:16])[CH3:15])=[O:12])[CH2:4]1)=[O:1] |f:2.3|. Procedure details: To as solution of tert-butyl 2-(hydroxymethyl)-5,5-dimethylmorpholine-4-carboxylate (2.0 g, 8.15 mmol) in dichloromethane (25 mL) was added Dess-Martin periodinane (4.15 g, 9.78 mmol) slowly over 10 minutes and the mixture was stirred at room temperature 3 hours. Saturated sodium bicarbonate solution was added and the mixture extracted with dichloromethane. The dichloromethane layer was washed with water and brine, dried over sodium sulfate, filtered, and concentrated to afford the title compoun... The reactants are CC(=O)C1=CC=C(C=C1)OC(=O)C (4-acetoxyacetophenone), C(C)(=O)OC1=CC=C(C(=O)O)C=C1 (4-acetoxybenzoic acid). The product is CC(=O)C=1C=CC(=CC1)O (4-hydroxyacetophenone). Reaction SMILES: [CH3:1][C:2]([C:4]1[CH:9]=[CH:8][C:7]([O:10]C(C)=O)=[CH:6][CH:5]=1)=[O:3].C(OC1C=CC(C(O)=O)=CC=1)(=O)C>>[CH3:1][C:2]([C:4]1[CH:5]=[CH:6][C:7]([OH:10])=[CH:8][CH:9]=1)=[O:3]. Procedure: The 4-acetoxyacetophenone (4-AAP) used as the starting material for the catalytic oxidation to 4-acetoxybenzoic acid may be obtained as a co-product with the 4-hydroxyacetophenone (4-HAP) produced by the Fries rearrangement of phenyl acetate or the Friedel-Crafts acetylation of phenol, e.g., when the reaction is carried out in the presence of HF and an acid anhydide, or it may be produced from the 4-HAP by reacting the latter with an acetylating agent such as acetic anhydride, as indicated by eq... The reactants are CC(=O)OCOC(COC(C)=O)COC(C)=O, CN([SiH](C)C)[Si](C)(C)C, [NH4+], [NH4+], O=S(=O)([O-])[O-], Nc1nc2nc[nH]c2c(=O)[nH]1. The product is CC(=O)OCC(COC(C)=O)OCn1cnc2c(=O)[nH]c(N)nc21. Reaction SMILES: [C:28]([CH3:29])(=[O:30])[O:31][CH2:32][CH:33]([CH2:34][O:35][C:36]([CH3:37])=[O:38])[O:39][CH2:40][O:41][C:42](=[O:43])[CH3:44].[CH3:19][SiH:20]([CH3:21])[N:22]([CH3:23])[Si:24]([CH3:25])([CH3:26])[CH3:27].[NH4+:12].[NH4+:13].[O-:14][S:15](=[O:16])(=[O:17])[O-:18].[nH:1]1[c:2]([NH2:3])[n:4][c:5]2[n:6][cH:7][nH:8][c:9]2[c:10]1=[O:11]>>[nH:1]1[c:2]([NH2:3])[n:4][c:5]2[n:6]([CH2:40][O:39][CH:33]([CH2:32][O:31][C:28]([CH3:29])=[O:30])[CH2:34][O:35][C:36]([CH3:37])=[O:38])[cH:7][n:8][c:9]2[c:10]1=[O:11].